From a dataset of the Open Reaction Database (ORD), a public repository of structured organic reaction records. describe an organic reaction: reactants, conditions, products, and yield Reactants: ClC=1C=CC(=C(C1)C1=CC(N(C=C1OC)C(C(=O)O)CC)=O)C#N (2-[4-(5-chloro-2-cyanophenyl)-5-methoxy-2-oxopyridin-1(2H)-yl]butanoic acid), NC1=CC=C(C=C1)C1=CNC(O1)=O (5-(4-aminophenyl)-1,3-oxazol-2(3H)-one). Product: ClC=1C=CC(=C(C1)C1=CC(N(C=C1OC)C(C(=O)NC1=CC=C(C=C1)C1=CNC(O1)=O)CC)=O)C#N (2-[4-(5-Chloro-2-cyanophenyl)-5-methoxy-2-oxopyridin-1(2H)-yl]-N-[4-(2-oxo-2,3-dihydro-1,3-oxazol-5-yl)phenyl]butanamide). RXN SMILES: [Cl:1][C:2]1[CH:3]=[CH:4][C:5]([C:23]#[N:24])=[C:6]([C:8]2[C:13]([O:14][CH3:15])=[CH:12][N:11]([CH:16]([CH2:20][CH3:21])[C:17](O)=[O:18])[C:10](=[O:22])[CH:9]=2)[CH:7]=1.[NH2:25][C:26]1[CH:31]=[CH:30][C:29]([C:32]2[O:36][C:35](=[O:37])[NH:34][CH:33]=2)=[CH:28][CH:27]=1>>[Cl:1][C:2]1[CH:3]=[CH:4][C:5]([C:23]#[N:24])=[C:6]([C:8]2[C:13]([O:14][CH3:15])=[CH:12][N:11]([CH:16]([CH2:20][CH3:21])[C:17]([NH:25][C:26]3[CH:27]=[CH:28][C:29]([C:32]4[O:36][C:35](=[O:37])[NH:34][CH:33]=4)=[CH:30][CH:31]=3)=[O:18])[C:10](=[O:22])[CH:9]=2)[CH:7]=1. Reported procedure: 87 mg (0.25 mmol) of 2-[4-(5-chloro-2-cyanophenyl)-5-methoxy-2-oxopyridin-1(2H)-yl]butanoic acid (racemate) and 60 mg (0.30 mmol, 1.2 eq.) of 5-(4-aminophenyl)-1,3-oxazol-2(3H)-one were reacted according to General Method 1. Yield: 23 mg (purity 93%, 17% of theory) Starting materials: CC1=C(C(=O)OCCC#N)C(c2cccc3c(=O)cc(C)oc23)c2c(c(C)c[nH]c2=O)N1, CCOC(OCC)OCC, CN(C)C=O, O=S(=O)(O)O. Yields the product CCOc1ncc(C)c2c1C(c1cccc3c(=O)cc(C)oc13)C(C(=O)OCCC#N)=C(C)N2. RXN SMILES: [CH3:1][C:2]1=[C:11]([C:12](=[O:13])[O:14][CH2:15][CH2:16][C:17]#[N:18])[CH:10]([c:19]2[cH:20][cH:21][cH:22][c:23]3[c:24](=[O:30])[cH:25][c:26]([CH3:29])[o:27][c:28]23)[c:9]2[c:4]([c:5]([CH3:32])[cH:6][nH:7][c:8]2=[O:31])[NH:3]1.[CH:33]([O:34][CH2:37][CH3:38])([O:39][CH2:40][CH3:41])[O:42][CH2:35][CH3:36].[O:48]=[CH:49][N:50]([CH3:51])[CH3:52].[S:43](=[O:44])(=[O:45])([OH:46])[OH:47]>>[CH3:1][C:2]1=[C:11]([C:12](=[O:13])[O:14][CH2:15][CH2:16][C:17]#[N:18])[CH:10]([c:19]2[cH:20][cH:21][cH:22][c:23]3[c:24](=[O:30])[cH:25][c:26]([CH3:29])[o:27][c:28]23)[c:9]2[c:4]([c:5]([CH3:32])[cH:6][n:7][c:8]2[O:31][CH2:35][CH3:36])[NH:3]1. Reactants: N1=CC=CC=C1 (pyridine), Cl.CN(CCCN=C=NCC)C (N-[3-(dimethylamino)propyl]-N′-ethylcarbodiimide hydrochloride), CN1C=CC2=C(C=CC=C12)N (1-methyl-1H-indol-4-ylamine), N1(CCOCC1)C=1N=C(NC(C1)=O)CC(=O)[O-].[Na+] (sodium [4-(morpholin-4-yl)-6-oxo-1,6-dihydropyrimidin-2-yl]acetate). Run in CN(C=O)C (N,N-dimethylformamide). Run at time 15 hour. Product: CN1C=CC2=C(C=CC=C12)NC(CC=1NC(C=C(N1)N1CCOCC1)=O)=O (N-(1-methyl-1H-indol-4-yl)-2-[4-(morpholin-4-yl)-6-oxo-1,6-dihydropyrimidin-2-yl]acetamide). Yield: 79.6%. RXN SMILES: N1C=CC=CC=1.Cl.CN(C)CCCN=C=NCC.[CH3:19][N:20]1[C:28]2[C:23](=[C:24]([NH2:29])[CH:25]=[CH:26][CH:27]=2)[CH:22]=[CH:21]1.[N:30]1([C:36]2[N:37]=[C:38]([CH2:43][C:44]([O-])=[O:45])[NH:39][C:40](=[O:42])[CH:41]=2)[CH2:35][CH2:34][O:33][CH2:32][CH2:31]1.[Na+]>CN(C)C=O>[CH3:19][N:20]1[C:28]2[C:23](=[C:24]([NH:29][C:44](=[O:45])[CH2:43][C:38]3[NH:39][C:40](=[O:42])[CH:41]=[C:36]([N:30]4[CH2:35][CH2:34][O:33][CH2:32][CH2:31]4)[N:37]=3)[CH:25]=[CH:26][CH:27]=2)[CH:22]=[CH:21]1 |f:1.2,4.5|. Procedure details: 2 ml of pyridine, 300 mg of N-[3-(dimethylamino)propyl]-N′-ethylcarbodiimide hydrochloride and 272 mg of 1-methyl-1H-indol-4-ylamine are added to a solution of 250 mg of sodium [4-(morpholin-4-yl)-6-oxo-1,6-dihydropyrimidin-2-yl]acetate prepared in stage 2 of example 1, in 2 ml of N,N-dimethylformamide. The reaction mixture is stirred at ambient temperature for 15 hours, and then concentrated under reduced pressure. Water and ethyl acetate are added and the resulting mixture is thus stirred for ... Starting materials: C1(CC1)NC1=C2C(=NC=C1C(=O)O)N(N=C2)CC (4-cyclopropylamino-1-ethyl-1H-pyrazolo[3,4-b]pyridine-5-carboxylic acid), Cl.CN(CCCN=C=NCC)C (1-(3-dimethylaminopropyl) 3-ethyl carbodiimide hydrochloride), Cl.CNOC (N,O-dimethylhydroxylamine hydrochloride), OC1=CC=CC=2NN=NC21 (hydroxybenzotriazole), CN1CCOCC1 (N-methylmorpholine). Solvent: O (Water), CN(C=O)C (dimethylformamide). Run at time 1 hour. The product is C1(CC1)NC1=C2C(=NC=C1C(=O)N(C)OC)N(N=C2)CC (4-(cyclo-propylamino)-1-ethyl-N-methoxy-N-methyl-1H-pyrazolo[3,4-b]pyridine-5-carboxamide). Reaction SMILES: [CH:1]1([NH:4][C:5]2[C:10]([C:11]([OH:13])=O)=[CH:9][N:8]=[C:7]3[N:14]([CH2:17][CH3:18])[N:15]=[CH:16][C:6]=23)[CH2:3][CH2:2]1.Cl.[CH3:20][NH:21][O:22][CH3:23].OC1C2N=NNC=2C=CC=1.CN1CCOCC1.Cl.CN(C)CCCN=C=NCC>CN(C)C=O.O>[CH:1]1([NH:4][C:5]2[C:10]([C:11]([N:21]([O:22][CH3:23])[CH3:20])=[O:13])=[CH:9][N:8]=[C:7]3[N:14]([CH2:17][CH3:18])[N:15]=[CH:16][C:6]=23)[CH2:2][CH2:3]1 |f:1.2,5.6|. Procedure details: 4-cyclopropylamino-1-ethyl-1H-pyrazolo[3,4-b]pyridine-5-carboxylic acid (500 mg, 0.0020 mole) and N,O-dimethylhydroxylamine hydrochloride (298 mg, 0.0030 mole) were taken in dimethylformamide. At 0° C., hydroxybenzotriazole (550 mg, 0.0040 mole) and N-methylmorpholine (1.34 ml, 0.012 mole) were added and the reaction mixture was stirred for about 1 hour. 1-(3-dimethylaminopropyl) 3-ethyl carbodiimide hydrochloride (780 mg, 0.0040 mole) was added and the reaction mixture was stirred for about 14 ...